This data is from the Open Reaction Database (ORD), a public repository of structured organic reaction records. The task is: describe an organic reaction: reactants, conditions, products, and yield Reactants: C(C=C)C(C(C)=O)C1(CO1)C (3-allyl-4-methyl-4,5-epoxypentan-2-one), powder. The solvent is CCOCC (ether). Conditions: temperature 220 celsius, time 10 hour. Product: CC=1OC=C(C1CC=C)C (2,4-dimethyl-3-allylfuran). The yield is 80.5%. As a reaction SMILES: [CH2:1]([CH:4]([C:8]1([CH3:11])[O:10][CH2:9]1)[C:5](=O)[CH3:6])[CH:2]=[CH2:3]>CCOCC>[CH3:11][C:8]1[O:10][CH:9]=[C:5]([CH3:6])[C:4]=1[CH2:1][CH:2]=[CH2:3]. Procedure: A mixture of 3-allyl-4-methyl-4,5-epoxypentan-2-one (4.5 g) and glass powder (0.90 g) was stirred at a bath temperature of 220° C. for 10 hours in a nitrogen gas stream. After reaction, ether was added to the reaction mass, followed by drying over anhydrous magnesium sulfate. After removing the solvent by evaporation, the residue was distilled under reduced pressure to obtain 3.2 g of 2,4-dimethyl-3-allylfuran as a pale yellow oil. Starting materials: C(C)(C)(C)OC(=O)N([C@@H](C(=O)OC(C)(C)C)CC1=CC=CC=C1)S(=O)(=O)N1CCN(CC1)C1=CC=C(C=C1)Cl (tert-butyl 2-(R)-{tert-butoxycarbonyl-[4-(4-chlorophenyl)-piperazine-1-sulfonyl]amino}-3-phenylpropionate), Cl (hydrogen chloride). Solvent: C(Cl)Cl (methylene chloride). Conditions: time 72 hour. Yields the product ClC1=CC=C(C=C1)N1CCN(CC1)S(=O)(=O)N[C@@H](C(=O)O)CC1=CC=CC=C1 (2-(R)-{[4-(4-chloro-phenyl)piperazine-1-sulfonyl]amino}-3-phenylpropionic acid). The yield is 74.0%. Reaction SMILES: C(OC([N:8]([S:24]([N:27]1[CH2:32][CH2:31][N:30]([C:33]2[CH:38]=[CH:37][C:36]([Cl:39])=[CH:35][CH:34]=2)[CH2:29][CH2:28]1)(=[O:26])=[O:25])[C@H:9]([CH2:17][C:18]1[CH:23]=[CH:22][CH:21]=[CH:20][CH:19]=1)[C:10]([O:12]C(C)(C)C)=[O:11])=O)(C)(C)C.Cl>C(Cl)Cl>[Cl:39][C:36]1[CH:35]=[CH:34][C:33]([N:30]2[CH2:29][CH2:28][N:27]([S:24]([NH:8][C@H:9]([CH2:17][C:18]3[CH:19]=[CH:20][CH:21]=[CH:22][CH:23]=3)[C:10]([OH:12])=[O:11])(=[O:26])=[O:25])[CH2:32][CH2:31]2)=[CH:38][CH:37]=1. Reported procedure: A solution of tert-butyl 2-(R)-{tert-butoxycarbonyl-[4-(4-chlorophenyl)piperazine-1-sulfonyl]amino}-3-phenylpropionate (579 mg, 1.15 mmol), [prepared as described in Step 2 above], in methylene chloride (20 ml) was saturated with dry hydrogen chloride gas at 0° C. The reaction vessel was sealed and the reaction mixture was stirred at RT. After 72 h, the reaction mixture was vented with nitrogen and then concentrated in vacuo. The residue was treated with methylene chloride and the product was fi... Reactants: CC1=NC=CC(=C1)C#N (2-methyl-4-cyanopyridine), Cl (hydrochloric acid), C[Mg]Br (methyl magnesium bromide), Grignard reagent, O (water), yellow oil. The solvent is CCOCC (ether), CCOCC (ether). Reaction conditions: temperature 5 celsius, time 18 hour. The product is CC1=NC=CC(=C1)C(C)=O (2-methyl-4-acetylpyridine). Reaction SMILES: [CH3:1][C:2]1[CH:7]=[C:6]([C:8]#N)[CH:5]=[CH:4][N:3]=1.[CH3:10][Mg]Br.[OH2:13].Cl>CCOCC>[CH3:1][C:2]1[CH:7]=[C:6]([C:8](=[O:13])[CH3:10])[CH:5]=[CH:4][N:3]=1. Procedure: A solution of 3.5 g. (29.7 mmoles) of 2-methyl-4-cyanopyridine in 20 ml. of dry ether was added dropwise to a cooled (5° C.) solution of 20 ml. of 3.0 M methyl magnesium bromide in ether. After addition was complete the mixture was allowed to warm to room temperature and stirred for 18 hours. The reaction mixture was cooled to 5° C. and the excess Grignard reagent decomposed by the addition of water. The mixture was acidified with 6 N hydrochloric acid and the aqueous phase was separated. The et...